This data is from the Open Reaction Database (ORD), a public repository of structured organic reaction records. The task is: describe an organic reaction: reactants, conditions, products, and yield Starting materials: FC=1C(=NC(=CC1)C)C1=NC=CC(=C1)NC=1C=2C(N=CC1)=CN(N2)CC2=CC=C(C=C2)OC (N-(3′-Fluoro-6′-methyl-2,2′-bipyridin-4-yl)-2-(4-methoxybenzyl)-2H-pyrazolo[4,3-b]pyridin-7-amine), C(=O)(C(F)(F)F)O (TFA). Conditions: temperature 70 celsius. Product: FC=1C(=NC(=CC1)C)C1=NC=CC(=C1)NC=1C=2C(N=CC1)=CNN2 (N-(3′-fluoro-6′-methyl-2,2′-bipyridin-4-yl)-2H-pyrazolo[4,3-b]pyridin-7-amine), C(=O)(C(F)(F)F)O (TFA). Yield: 92.0%. RXN SMILES: [F:1][C:2]1[C:3]([C:9]2[CH:14]=[C:13]([NH:15][C:16]3[C:17]4[C:18](=[CH:22][N:23](CC5C=CC(OC)=CC=5)[N:24]=4)[N:19]=[CH:20][CH:21]=3)[CH:12]=[CH:11][N:10]=2)=[N:4][C:5]([CH3:8])=[CH:6][CH:7]=1.[C:34]([OH:40])([C:36]([F:39])([F:38])[F:37])=[O:35]>>[F:1][C:2]1[C:3]([C:9]2[CH:14]=[C:13]([NH:15][C:16]3[C:17]4[C:18](=[CH:22][NH:23][N:24]=4)[N:19]=[CH:20][CH:21]=3)[CH:12]=[CH:11][N:10]=2)=[N:4][C:5]([CH3:8])=[CH:6][CH:7]=1.[C:34]([OH:40])([C:36]([F:39])([F:38])[F:37])=[O:35]. Procedure details: N-(3′-Fluoro-6′-methyl-2,2′-bipyridin-4-yl)-2-(4-methoxybenzyl)-2H-pyrazolo[4,3-b]pyridin-7-amine (120 mg, 0.272 mmol) was dissolved in TFA (5 mL) and heated at 70° C. for 3 hours. The reaction mixture was then cooled and evaporated under vacuum to give a residue which was triturated with ether to give the title compound as a TFA salt (80 mg, 92% yield). MS [M+H] found 321.3.